Task: describe an organic reaction: reactants, conditions, products, and yield. Dataset: the Open Reaction Database (ORD), a public repository of structured organic reaction records The yield is 92.8%. Starting materials: FC(C(=O)O)(F)F (trifluoroacetic acid), CN1C(N([C@@H](C1)C(=O)OC(C)(C)C)C([C@@H](CSC(C1=CC=CC=C1)=O)C)=O)=O (tert.-butyl (4S)-1-methyl-3-[(2S)-3-benzoylthio-2-methylpropionyl]-2-oxo-imidazolidine-4-carboxylate). The solvent is C1(=CC=CC=C1)C (Toluene). Yields the product CN1C(N([C@@H](C1)C(=O)O)C([C@@H](CSC(C1=CC=CC=C1)=O)C)=O)=O ((4S)-1-methyl-3-[(2S)-3-benzoylthio-2-methylpropionyl]-2-oxo-imidazolidine-4-carboxylic acid). Reported procedure: 15 ml of trifluoroacetic acid are added to 4.0 g of tert.-butyl (4S)-1-methyl-3-[(2S)-3-benzoylthio-2-methylpropionyl]-2-oxo-imidazolidine-4-carboxylate, and the mixture is stirred at room temperature for 2 hours. The reaction mixture is condensed under reduced pressure. Toluene is added to the residue, and said mixture is again condensed under reduced pressure. The residue thus obtained is recrystallized from a mixture of ethyl acetate and n-hexane. 3.2 g of (4S)-1-methyl-3-[(2S)-3-benzoylthio-... RXN SMILES: FC(F)(F)C(O)=O.[CH3:8][N:9]1[CH2:13][C@@H:12]([C:14]([O:16]C(C)(C)C)=[O:15])[N:11]([C:21](=[O:34])[C@H:22]([CH3:33])[CH2:23][S:24][C:25](=[O:32])[C:26]2[CH:31]=[CH:30][CH:29]=[CH:28][CH:27]=2)[C:10]1=[O:35]>C1(C)C=CC=CC=1>[CH3:8][N:9]1[CH2:13][C@@H:12]([C:14]([OH:16])=[O:15])[N:11]([C:21](=[O:34])[C@H:22]([CH3:33])[CH2:23][S:24][C:25](=[O:32])[C:26]2[CH:27]=[CH:28][CH:29]=[CH:30][CH:31]=2)[C:10]1=[O:35]. Run at time 2 hour. The reactants are O1CCCC1 (tetrahydrofuran), C(=O)(OC)C(C=C)NC(C(=O)O)C1=CC=CC=C1 (2-(1-carbomethoxy-2-propenylamino)-2-phenylacetic acid), NC1[C@@H]2N(C(C(=CS2)C(C)=O)C(=O)OC(C2=CC=CC=C2)C2=CC=CC=C2)C1=O (benzhydryl 7-amino-3-acetyl-2-cephem-4-carboxylate), O1CCCC1 (tetrahydrofuran), ClC(=O)OC (methyl chloroformate). Reagents/catalysts: CN(C)CC1=CC=CC=C1 (N,N-dimethylbenzylamine). The solvent is C(C)(=O)OCC (ethyl acetate). Reaction conditions: temperature -15 celsius. Yields the product C(=O)(OC)C(C=C)NC(C(=O)NC1[C@@H]2N(C(C(=CS2)C(C)=O)C(=O)OC(C2=CC=CC=C2)C2=CC=CC=C2)C1=O)C1=CC=CC=C1 (Benzhydryl 7-[2-(1-carbomethoxy-2-propenylamino)-2-phenylacetamido]-3-acetyl-2-cephem-4-carboxylate). Yield: 68.0%. As a reaction SMILES: [C:1]([CH:5]([NH:8][CH:9]([C:13]1[CH:18]=[CH:17][CH:16]=[CH:15][CH:14]=1)[C:10]([OH:12])=O)[CH:6]=[CH2:7])([O:3][CH3:4])=[O:2].O1CCCC1.ClC(OC)=O.[NH2:29][CH:30]1[C:56](=[O:57])[N:32]2[CH:33]([C:40]([O:42][CH:43]([C:50]3[CH:55]=[CH:54][CH:53]=[CH:52][CH:51]=3)[C:44]3[CH:49]=[CH:48][CH:47]=[CH:46][CH:45]=3)=[O:41])[C:34]([C:37](=[O:39])[CH3:38])=[CH:35][S:36][C@H:31]12>CN(CC1C=CC=CC=1)C.C(OCC)(=O)C>[C:1]([CH:5]([NH:8][CH:9]([C:13]1[CH:18]=[CH:17][CH:16]=[CH:15][CH:14]=1)[C:10]([NH:29][CH:30]1[C:56](=[O:57])[N:32]2[CH:33]([C:40]([O:42][CH:43]([C:50]3[CH:51]=[CH:52][CH:53]=[CH:54][CH:55]=3)[C:44]3[CH:49]=[CH:48][CH:47]=[CH:46][CH:45]=3)=[O:41])[C:34]([C:37](=[O:39])[CH3:38])=[CH:35][S:36][C@H:31]12)=[O:12])[CH:6]=[CH2:7])([O:3][CH3:4])=[O:2]. Procedure details: To a cooled (-15° C.), stirred slurry of 0.381 g. of 2-(1-carbomethoxy-2-propenylamino)-2-phenylacetic acid and 25 ml. of tetrahydrofuran was added three drops of N,N-dimethylbenzylamine and 0.109 ml. of methyl chloroformate. The reaction mixture was allowed to stir with cooling under an argon atmosphere for 10 minutes. The reaction mixture was then cooled to -20° C. and a solution of 0.521 g. of benzhydryl 7-amino-3-acetyl-2-cephem-4-carboxylate in 5 ml. of tetrahydrofuran was added dropwise. T... Reactants: [O-]Cl, NNc1c(Cl)c(Cl)nc(C(=O)O)c1Cl, Cl, [Na+], [Na+], [OH-], O. Yields the product O=C(O)c1nc(Cl)c(Cl)cc1Cl. Reaction SMILES: [Cl:17][O-:18].[Cl:1][c:2]1[c:3]([C:12](=[O:13])[OH:14])[n:4][c:5]([Cl:11])[c:6]([Cl:10])[c:7]1[NH:8][NH2:9].[ClH:20].[Na+:16].[Na+:19].[OH-:15].[OH2:21]>>[Cl:1][c:2]1[c:3]([C:12](=[O:13])[OH:14])[n:4][c:5]([Cl:11])[c:6]([Cl:10])[cH:7]1. Starting materials: CON=CCCCN1C(=NC=2C=NC=3C=CC=CC3C21)CCC (4-(2-propyl-1H-imidazo[4,5-c]quinolin-1-yl)butyraldehyde O-methyloxime), CON(C(C)=O)CCCCN1C(=NC=2C=NC=3C=CC=CC3C21)CCC (N-methoxy-N-[4-(2-propyl-1H-imidazo[4,5-c]quinolin-1-yl)butyl]acetamide). Yields the product CON=CCCCN1C(=NC=2C(=NC=3C=CC=CC3C21)N)CCC (4-(4-amino-2-propyl-1H-imidazo[4,5-c]quinolin-1-yl)butyraldehyde O-methyloxime). Reaction SMILES: [CH3:1][O:2][N:3]=[CH:4][CH2:5][CH2:6][CH2:7][N:8]1[C:20]2[C:19]3[CH:18]=[CH:17][CH:16]=[CH:15][C:14]=3[N:13]=[CH:12][C:11]=2[N:10]=[C:9]1[CH2:21][CH2:22][CH3:23].CO[N:26](CCCCN1C2C3C=CC=CC=3N=CC=2N=C1CCC)C(=O)C>>[CH3:1][O:2][N:3]=[CH:4][CH2:5][CH2:6][CH2:7][N:8]1[C:20]2[C:19]3[CH:18]=[CH:17][CH:16]=[CH:15][C:14]=3[N:13]=[C:12]([NH2:26])[C:11]=2[N:10]=[C:9]1[CH2:21][CH2:22][CH3:23]. Reported procedure: The general method of Part G of Example 6 was followed using 4-(2-propyl-1H-imidazo[4,5-c]quinolin-1-yl)butyraldehyde O-methyloxime (17.5 g, 56.5 mmol), prepared as described in Parts A-D of Example 6, in lieu of N-methoxy-N-[4-(2-propyl-1H-imidazo[4,5-c]quinolin-1-yl)butyl]acetamide. Purification by flash column chromatography on silica gel afforded 11.4 g of 4-(4-amino-2-propyl-1H-imidazo[4,5-c]quinolin-1-yl)butyraldehyde O-methyloxime. The product is C(C)(=O)C1=NN(C(=C1)C)C (3-Acetyl-1,5-Dimethylpyrazole). Reactants: C[Si](C)(C)Cl (Trimethylsilylchloride), CN1N=C(C=C1C)C(=O)OCC (Ethyl 1,5-dimethylpyrazole-3-carboxylate), C[Li] (methyllithium). Conditions: temperature -100 celsius, time 5 minute. Procedure details: Ethyl 1,5-dimethylpyrazole-3-carboxylate (3.59 g, 21.4 mM) was dissolved in dry tetrahydrofuran (70 ml) and cooled to −100° C. whilst under an atmosphere of argon. Trimethylsilylchloride (13.5 ml, 107 mM) was added by rapid dropwise addition. Immediately after methyllithium (77.7 ml of 1.1M solution in diethylether, 85.5 mM) was added dropwise in such a way that the internal temperature never exceeded −85° C. After complete addition the heterogeneous reaction was allowed to warm to room temperat... The solvent is O1CCCC1 (tetrahydrofuran). As a reaction SMILES: [CH3:1][N:2]1[C:6]([CH3:7])=[CH:5][C:4]([C:8]([O:10]CC)=O)=[N:3]1.[CH3:13][Si](Cl)(C)C.C[Li]>O1CCCC1>[C:8]([C:4]1[CH:5]=[C:6]([CH3:7])[N:2]([CH3:1])[N:3]=1)(=[O:10])[CH3:13]. Starting materials: CCO, CC(=O)O, CSc1nn2ccccc2c1[N+](=O)[O-], O, [Zn]. The product is CSc1nn2ccccc2c1N. Reaction SMILES: [CH3:15][CH2:16][OH:17].[CH3:19][C:20](=[O:21])[OH:22].[CH3:1][S:2][c:3]1[n:4][n:5]2[c:6]([cH:7][cH:8][cH:9][cH:10]2)[c:11]1[N+:12]([O-:13])=[O:14].[OH2:18].[Zn:23]>>[CH3:1][S:2][c:3]1[n:4][n:5]2[c:6]([cH:7][cH:8][cH:9][cH:10]2)[c:11]1[NH2:12].